describe an organic reaction: reactants, conditions, products, and yield From a dataset of the Open Reaction Database (ORD), a public repository of structured organic reaction records. Starting materials: ClC1=CC=C(C=C1)O (4-Chlorophenol), C[O-].[Na+] (sodium methoxide). Run in CO (methanol). Yields the product ClC1=CC=C(OC2=CC=C(C=O)C=C2)C=C1 (4-(4-Chlorophenoxy)benzaldehyde). Isolated yield 127.3%. RXN SMILES: [Cl:1][C:2]1[CH:7]=[CH:6][C:5]([OH:8])=[CH:4][CH:3]=1.[CH3:9][O-:10].[Na+]>CO>[Cl:1][C:2]1[CH:7]=[CH:6][C:5]([O:8][C:2]2[CH:7]=[CH:6][C:5]([CH:9]=[O:10])=[CH:4][CH:3]=2)=[CH:4][CH:3]=1 |f:1.2|. Procedure: 4-Chlorophenol (22.6 g) was added to a stirred solution of sodium methoxide (9.5 g) in methanol (80 ml). After 30 min the solvent was evaporated in vacuo. Residual traces of methanol were removed by addition of toluene and evaporating again in vacuo. The residue was taken up in DMF (200 ml) and 4-fluorobenzaldehyde (19.85 g) added. The mixture was stirred and heated at 120° for 4 hr, cooled, poured into water and extracted with toluene (2×200 ml). The combined extracts were washed with water, 2M... Reactants: N1(C=CC2=CC=CC=C12)N (1H-indol-1-amine), Cl.ClC=1C=NC=CC1Cl (3,4-dichloropyridine hydrochloride). The solvent is C(C)(C)O (isopropanol). The product is Cl.ClC=1C=NC=CC1NN1C=CC2=CC=CC=C12 (N-(3-Chloro-4-pyridinyl)-1H-indol-1-amine hydrochloride). As a reaction SMILES: [N:1]1([NH2:10])[C:9]2[C:4](=[CH:5][CH:6]=[CH:7][CH:8]=2)[CH:3]=[CH:2]1.Cl.[Cl:12][C:13]1[CH:14]=[N:15][CH:16]=[CH:17][C:18]=1Cl>C(O)(C)C>[ClH:12].[Cl:12][C:13]1[CH:14]=[N:15][CH:16]=[CH:17][C:18]=1[NH:10][N:1]1[C:9]2[C:4](=[CH:5][CH:6]=[CH:7][CH:8]=2)[CH:3]=[CH:2]1 |f:1.2,4.5|. Procedure: The title compound was prepared from 1H-indol-1-amine and 3,4-dichloropyridine hydrochloride in isopropanol at 100° C. for 4 hours in substantially the same manner as in Example 1, m.p.>230° C. Starting materials: ClC1=C(C=CC(=C1)OC(F)(F)F)N (2-Chloro-4-trifluoromethoxy-phenylamine), C[Al](C)C (trimethylaluminum), Cl (HCl), COC(=O)C1=NC=C(C=C1)OCC(F)(F)F (5-(2,2,2-Trifluoro-ethoxy)-pyridine-2-carboxylic acid methyl ester). The solvent is C1(=CC=CC=C1)C (toluene), ClCCl (Dichloromethane). Run at temperature 85 celsius, time 0.5 hour. Yields the product ClC1=C(C=CC=C1)NC(=O)C1=NC=C(C=C1)OCC(F)(F)F (5-(2,2,2-Trifluoro-ethoxy)-pyridine-2-carboxylic acid (2-chloro-phenyl)-amide). RXN SMILES: [Cl:1][C:2]1[CH:7]=[C:6](OC(F)(F)F)[CH:5]=[CH:4][C:3]=1[NH2:13].C[Al](C)C.C[O:19][C:20]([C:22]1[CH:27]=[CH:26][C:25]([O:28][CH2:29][C:30]([F:33])([F:32])[F:31])=[CH:24][N:23]=1)=O.Cl>C1(C)C=CC=CC=1.ClCCl>[Cl:1][C:2]1[CH:7]=[CH:6][CH:5]=[CH:4][C:3]=1[NH:13][C:20]([C:22]1[CH:27]=[CH:26][C:25]([O:28][CH2:29][C:30]([F:33])([F:32])[F:31])=[CH:24][N:23]=1)=[O:19]. Procedure: 2-Chloro-4-trifluoromethoxy-phenylamine (2.0 g, 9.29 mmol) in toluene (50 mL) was added to trimethylaluminum (2.0 M 4.65 mL) then 5-(2,2,2-Trifluoro-ethoxy)-pyridine-2-carboxylic acid methyl ester 3 (1.1 g, 4.65 mol) was added and the mixture was heated to 80-90° C. for 2 h. The reaction was cooled down and 1N HCl solution (10 mL) was added to be acidic. Dichloromethane (100 mL) was then added and the organic phase was further washed with water (100 mL) and dried over sodium sulfate. The solvent...